This data is from the Open Reaction Database (ORD), a public repository of structured organic reaction records. The task is: describe an organic reaction: reactants, conditions, products, and yield Reactants: C(C1=CC=CC=C1)(C1=CC=CC=C1)OC(=O)C=1O[C@H]([C@@H]([C@H](C1)NC(=O)OC(C)(C)C)NC(C)=O)C(N(CCC)C)=O ((4S,5R,6R)-5-Acetylamino-4-(tert-butoxycarbonylamino)-6-(methyl-propylcarbamoyl)-5,6-dihydro-4H-pyran-2-carboxylic acid benzhydryl ester), FC(C(=O)O)(F)F (trifluoroacetic acid). The solvent is ClCCl (dichloromethane). Conditions: time 3 hour. Yields the product FC(C(=O)O)(F)F.C(C)(=O)N[C@@H]1[C@H](C=C(O[C@H]1C(N(CCC)C)=O)C(=O)O)N ((4S,5R,6R)-5-Acetylamino-4-amino-6-(methylpropylcarbamoyl)-5,6-dihydro-4H-pyran-2-carboxylic acid trifluoroacetate salt). As a reaction SMILES: C([O:14][C:15]([C:17]1[O:18][C@@H:19]([C:35](=[O:41])[N:36]([CH3:40])[CH2:37][CH2:38][CH3:39])[C@H:20]([NH:31][C:32](=[O:34])[CH3:33])[C@@H:21]([NH:23]C(OC(C)(C)C)=O)[CH:22]=1)=[O:16])(C1C=CC=CC=1)C1C=CC=CC=1.[F:42][C:43]([F:48])([F:47])[C:44]([OH:46])=[O:45]>ClCCl>[F:42][C:43]([F:48])([F:47])[C:44]([OH:46])=[O:45].[C:32]([NH:31][C@H:20]1[C@H:19]([C:35](=[O:41])[N:36]([CH3:40])[CH2:37][CH2:38][CH3:39])[O:18][C:17]([C:15]([OH:16])=[O:14])=[CH:22][C@@H:21]1[NH2:23])(=[O:34])[CH3:33] |f:3.4|. Procedure: (4S,5R,6R)-5-Acetylamino-4-(tert-butoxycarbonylamino)-6-(methyl-propylcarbamoyl)-5,6-dihydro-4H-pyran-2-carboxylic acid benzhydryl ester (0.10 g) was dissolved in dichloromethane (1 ml) and trifluoroacetic acid (1 ml) and left to stand at 23° C. for 3 hours. The solvent was removed in vacuo and the residue was triturated using diethyl ether (30 ml). The resulting solid was collected by filtration and dried to give the title compound as a white solid. (0.064 g): 1H NMR (250MHz, D2O) 5.99 (1H, m),... Starting materials: CCc1cc(C#N)ccc1N=C1NC(CC(C)C)CS1, CC(C)CBr. The product is CCc1cc(C#N)ccc1N=C1SCC(CC(C)C)N1CC(C)C. RXN SMILES: [C:1](#[N:2])[c:3]1[cH:4][c:5]([CH2:19][CH3:20])[c:6]([N:9]=[C:10]2[S:11][CH2:12][CH:13]([CH2:15][CH:16]([CH3:17])[CH3:18])[NH:14]2)[cH:7][cH:8]1.[CH2:21]([CH:22]([CH3:23])[CH3:24])[Br:25]>>[C:1](#[N:2])[c:3]1[cH:4][c:5]([CH2:19][CH3:20])[c:6]([N:9]=[C:10]2[S:11][CH2:12][CH:13]([CH2:15][CH:16]([CH3:17])[CH3:18])[N:14]2[CH2:21][CH:22]([CH3:23])[CH3:24])[cH:7][cH:8]1. The reactants are ClC[C@H](O)C1=C(C(=C(C(=C1F)F)F)F)F ((R)-(-)-2-chloro-1-(pentafluorophenyl)ethanol), C(CCC)[SnH](CCCC)CCCC (tributyltin hydride), CC(C)(C#N)N=NC(C)(C)C#N (AIBN). Reaction conditions: temperature 80 celsius, time 8 hour. Product: FC1=C(C(=C(C(=C1[C@H](C)O)F)F)F)F ((S)-(-)-1-(pentafluorophenyl)-ethanol). Isolated yield 66.2%. Reaction SMILES: Cl[CH2:2][C@@H:3]([C:5]1[C:10]([F:11])=[C:9]([F:12])[C:8]([F:13])=[C:7]([F:14])[C:6]=1[F:15])[OH:4].C([SnH](CCCC)CCCC)CCC.CC(N=NC(C#N)(C)C)(C#N)C>>[F:11][C:10]1[C:5]([C@@H:3]([OH:4])[CH3:2])=[C:6]([F:15])[C:7]([F:14])=[C:8]([F:13])[C:9]=1[F:12]. Procedure: A mixture of 1.23 g of (R)-(-)-2-chloro-1-(pentafluorophenyl)ethanol obtained in Example 8, 1.60 ml of tributyltin hydride, and 16 mg of AIBN was stirred for eight hours at 80° C. After completion of reaction, the reaction mixture was purified by silica gel column chromatography to give 0.7 g of (S)-(-)-1-(pentafluorophenyl)-ethanol. Starting materials: ClC1=NC(=CC=C1)CN1CCCCC1 (2-Chloro-6-piperidinomethylpyridine), CN(C)C=O (DMF), NCCCO (3-Aminopropanol), [H-].[Na+] (sodium hydride), oil, CN(C)C=O (DMF). Reaction conditions: time 17 hour. Yields the product N1(CCCCC1)CC1=CC=CC(=N1)OCCCNC=O (N-[3-(6-Piperidinomethyl-2-pyridyloxy)propyl]formamide). RXN SMILES: [NH2:1][CH2:2][CH2:3][CH2:4][OH:5].[H-].[Na+].Cl[C:9]1[CH:14]=[CH:13][CH:12]=[C:11]([CH2:15][N:16]2[CH2:21][CH2:20][CH2:19][CH2:18][CH2:17]2)[N:10]=1.CN([CH:25]=[O:26])C>>[N:16]1([CH2:15][C:11]2[N:10]=[C:9]([O:5][CH2:4][CH2:3][CH2:2][NH:1][CH:25]=[O:26])[CH:14]=[CH:13][CH:12]=2)[CH2:21][CH2:20][CH2:19][CH2:18][CH2:17]1 |f:1.2|. Reported procedure: 3-Aminopropanol (12.84 g, 0.171 mole) was added to a suspension of 50% sodium hydride in mineral oil (7.96 g, 0.166 mole) in 180 mL of dry DMF and the mixture was warmed to 80°-83°. A solution of 2-chloro-6-piperidinomethylpyridine (34.0 g, 0.161 mole) [prepared in Step A] in 180 mL of dry DMF was then added dropwise and when complete, the temperature was raised to 125°-128° for 3 hours followed by 17 hours at ambient temperature. The precipitated salts were removed by filtration and the solvent... Reactants: Nc1ccc(Cl)cc1C(=O)OCc1ccccc1, O=C(O)CC(=O)Nc1cccc(-c2ccoc2)c1. The product is O=C(CC(=O)Nc1ccc(Cl)cc1C(=O)OCc1ccccc1)Nc1cccc(-c2ccoc2)c1. Reaction SMILES: [CH2:1]([c:2]1[cH:3][cH:4][cH:5][cH:6][cH:7]1)[O:8][C:9]([c:10]1[c:11]([NH2:17])[cH:12][cH:13][c:14]([Cl:16])[cH:15]1)=[O:18].[o:19]1[cH:20][c:21](-[c:24]2[cH:25][c:26]([NH:30][C:31]([CH2:32][C:33](=[O:34])[OH:35])=[O:36])[cH:27][cH:28][cH:29]2)[cH:22][cH:23]1>>[CH2:1]([c:2]1[cH:3][cH:4][cH:5][cH:6][cH:7]1)[O:8][C:9]([c:10]1[c:11]([NH:17][C:33]([CH2:32][C:31]([NH:30][c:26]2[cH:25][c:24](-[c:21]3[cH:20][o:19][cH:23][cH:22]3)[cH:29][cH:28][cH:27]2)=[O:36])=[O:34])[cH:12][cH:13][c:14]([Cl:16])[cH:15]1)=[O:18]. The reactants are product, CCN=C=NCCCN(C)C.Cl (EDC.HCl), C=1C=CC2=C(C1)N=NN2O (HOBt), O (H2O), (R)-dibenzyl 2-aminosuccinate p-TsOH, TEA. Solvent: CN(C)C=O (DMF). Run at time 16 hour. Yields the product N1=C(C=NC=C1)C(=O)N (pyrazine amide). The yield is 88.0%. RXN SMILES: CCN=C=[N:5][CH2:6][CH2:7][CH2:8][N:9]([CH3:11])C.Cl.C1C=CC2N(O)N=[N:19][C:17]=2C=1.[OH2:23]>CN(C=O)C>[N:19]1[CH:17]=[CH:11][N:9]=[CH:8][C:7]=1[C:6]([NH2:5])=[O:23] |f:0.1|. Procedure details: A mixture of the product from step 6 (140 mg, 0.45 mmol), EDC.HCl (128 mg, 0.67 mmol) and HOBt.H2O (102 mg, 0.67 mmol) in anhydrous DMF (25 mL) was stirred together at room temperature for 30 min. To this stirred mixture was added (R)-dibenzyl 2-aminosuccinate p-TsOH salt (213 mg, 0.44 mmol) followed by TEA (1 mL). The resulting mixture was stirred for 16 h thereafter. The reaction mixture was concentrated and partitioned with EtOAc and saturated sodium bicarbonate solution. The EtOAc layer was ... Reactants: O (H2O), O (H2O), C(C)(C)(C)OC(=O)NC1[C@@H]2N(C(=C(CS2)C2=C(C(C2=O)=O)C)C(=O)OC(C2=CC=CC=C2)C2=CC=CC=C2)C1=O (diphenylmethyl 7-(t-butoxycarbonylamino)-3-(3,4-dioxo-2-methyl-1 cyclobutenyl)-3-cephem-4-carboxylate), O.C1(=CC=C(C=C1)S(=O)(=O)O)C (p-toluenesulfonic acid monohydrate). Solvent: C(C)#N (acetonitrile), C(C)(=O)OCC (ethyl acetate). Reaction conditions: time 0.5 hour. Product: NC1[C@@H]2N(C(=C(CS2)C2=C(C(C2=O)=O)C)C(=O)OC(C2=CC=CC=C2)C2=CC=CC=C2)C1=O (Diphenylmethyl 7-amino-3-(3,4-dioxo-2-methyl-1-cyclobutenyl)-3-cephem-4-carboxylate), C(C)(C)OC(C)C (diisopropyl ether). RXN SMILES: [C:1]([O:5]C([NH:8][CH:9]1[C:39](=[O:40])[N:11]2[C:12]([C:23]([O:25][CH:26]([C:33]3[CH:38]=[CH:37][CH:36]=[CH:35][CH:34]=3)[C:27]3[CH:32]=[CH:31][CH:30]=[CH:29][CH:28]=3)=[O:24])=[C:13]([C:16]3[C:19](=[O:20])[C:18](=[O:21])[C:17]=3[CH3:22])[CH2:14][S:15][C@H:10]12)=O)(C)([CH3:3])[CH3:2].O.[C:42]1([CH3:52])[CH:47]=CC(S(O)(=O)=O)=CC=1.O>C(#N)C.C(OCC)(=O)C>[NH2:8][CH:9]1[C:39](=[O:40])[N:11]2[C:12]([C:23]([O:25][CH:26]([C:33]3[CH:34]=[CH:35][CH:36]=[CH:37][CH:38]=3)[C:27]3[CH:28]=[CH:29][CH:30]=[CH:31][CH:32]=3)=[O:24])=[C:13]([C:16]3[C:19](=[O:20])[C:18](=[O:21])[C:17]=3[CH3:22])[CH2:14][S:15][C@H:10]12.[CH:1]([O:5][CH:42]([CH3:47])[CH3:52])([CH3:3])[CH3:2] |f:1.2|. Procedure details: A solution of diphenylmethyl 7-(t-butoxycarbonylamino)-3-(3,4-dioxo-2-methyl-1 cyclobutenyl)-3-cephem-4-carboxylate (100 mg, 0.178 mmol) and p-toluenesulfonic acid monohydrate (pTSOH.H2O, 68 mg, 0.357 mmol) in acetonitrile (0.5 mL) was stirred for 1 hr at 22° C. when additional pTSOH.H2O (34 mg, 0.178 mmol) was added. Stirring was continued for an additional 0.5 hr when the mixture was diluted with ethyl acetate. The solution was sequentially washed with dilute aqueous NaHCO3, H2O, and saturated... Starting materials: CNCC(O)c1ccccc1, CN1CCCC1=O, Cn1cc(C(=O)NCc2ccc(Cl)cc2)c(=O)c2cc(CCl)ccc21. The product is CN(Cc1ccc2c(c1)c(=O)c(C(=O)NCc1ccc(Cl)cc1)cn2C)CC(O)c1ccccc1. RXN SMILES: [CH3:26][NH:27][CH2:28][CH:29]([c:30]1[cH:31][cH:32][cH:33][cH:34][cH:35]1)[OH:36].[CH3:37][N:38]1[CH2:39][CH2:40][CH2:41][C:42]1=[O:43].[Cl:1][c:2]1[cH:3][cH:4][c:5]([CH2:6][NH:7][C:8](=[O:9])[c:10]2[cH:11][n:12]([CH3:23])[c:13]3[cH:14][cH:15][c:16]([CH2:21][Cl:22])[cH:17][c:18]3[c:19]2=[O:20])[cH:24][cH:25]1>>[Cl:1][c:2]1[cH:3][cH:4][c:5]([CH2:6][NH:7][C:8](=[O:9])[c:10]2[cH:11][n:12]([CH3:23])[c:13]3[cH:14][cH:15][c:16]([CH2:21][N:27]([CH3:26])[CH2:28][CH:29]([c:30]4[cH:31][cH:32][cH:33][cH:34][cH:35]4)[OH:36])[cH:17][c:18]3[c:19]2=[O:20])[cH:24][cH:25]1. Reactants: NC1=CC=C(C=N1)C(=O)OC (methyl 6-amino-pyridine-3-carboxylate), C(C)(C)N(C(C)C)CC (N,N-diisopropylethylamine), C=1(C(=CC=CC1)C(=O)Cl)C1=CC=CC=C1 ([1,1'-biphenyl]-2-carbonyl chloride). The solvent is C(Cl)Cl (methylene chloride). Run at time 4 hour. The product is C=1(C(=CC=CC1)C(=O)NC1=CC=C(C=N1)C(=O)OC)C1=CC=CC=C1 (Methyl 6-[([1,1'-Biphenyl]-2-carbonyl)amino]-pyridine-3-carboxylate). Yield: 91.6%. As a reaction SMILES: [NH2:1][C:2]1[N:7]=[CH:6][C:5]([C:8]([O:10][CH3:11])=[O:9])=[CH:4][CH:3]=1.C(N(CC)C(C)C)(C)C.[C:21]1([C:30]2[CH:35]=[CH:34][CH:33]=[CH:32][CH:31]=2)[C:22]([C:27](Cl)=[O:28])=[CH:23][CH:24]=[CH:25][CH:26]=1>C(Cl)Cl>[C:21]1([C:30]2[CH:35]=[CH:34][CH:33]=[CH:32][CH:31]=2)[C:22]([C:27]([NH:1][C:2]2[N:7]=[CH:6][C:5]([C:8]([O:10][CH3:11])=[O:9])=[CH:4][CH:3]=2)=[O:28])=[CH:23][CH:24]=[CH:25][CH:26]=1. Procedure: To a solution of 1.5 g of methyl 6-amino-pyridine-3-carboxylate in 100 ml of methylene chloride is added 3 ml of N,N-diisopropylethylamine at room temperature. To the stirred reaction mixture is slowly added a solution of 2.5 g of [1,1'-biphenyl]-2-carbonyl chloride. The reaction mixture is stirred at room temperature for 4 hours and then quenched with water. The organic layer is washed well with water and dried over anhydrous MgSO4, filtered and evaporated in vacuo to a solid residue. The resid...